Dataset: the Open Reaction Database (ORD), a public repository of structured organic reaction records. Task: describe an organic reaction: reactants, conditions, products, and yield Starting materials: C1(=CC=CC=C1)C1(CC=C(CC1)N1CCCC1)C#N (4-phenyl 4-cyano 1-pyrrolidino cyclohex-1 ene), C(C)N=C=S (ethyl isothiocyanate), C1(=CC=CC=C1)C1(CC(=C(CC1)N1CCCC1)C(NCC)=S)C#N (4-phenyl 4-cyano 2-ethylthiocarbamoyl 1-pyrrolidino cyclohex-1 ene). Product: C1(=CC=CC=C1)C1(CC(=C(CC1)N1CCCC1)C(NC)=S)C#N (4-phenyl 4-cyano 2-methylthiocarbamoyl 1-pyrrolidino cyclohex-1-ene). RXN SMILES: C1(C2(C#N)CCC(N3CCCC3)=CC2)C=CC=CC=1.C(N=C=S)C.[C:25]1([C:31]2([C:47]#[N:48])[CH2:36][CH2:35][C:34]([N:37]3[CH2:41][CH2:40][CH2:39][CH2:38]3)=[C:33]([C:42](=[S:46])[NH:43][CH2:44]C)[CH2:32]2)[CH:30]=[CH:29][CH:28]=[CH:27][CH:26]=1>>[C:25]1([C:31]2([C:47]#[N:48])[CH2:36][CH2:35][C:34]([N:37]3[CH2:41][CH2:40][CH2:39][CH2:38]3)=[C:33]([C:42](=[S:46])[NH:43][CH3:44])[CH2:32]2)[CH:26]=[CH:27][CH:28]=[CH:29][CH:30]=1. Reported procedure: Using the procedure of step B at example 10 and starting from 126.4 g 4-phenyl 4-cyano 1-pyrrolidino cyclohex-1 ene and 40 g ethyl isothiocyanate, 107.25 g of 4-phenyl 4-cyano 2-ethylthiocarbamoyl 1-pyrrolidino cyclohex-1 ene are obtained after the usual purifications. The product is COc1cc2ncnc(N3CCC(C(C)=O)CC3)c2cc1OC. Reactants: COc1cc2ncnc(N3CCC(C(C)O)CC3)c2cc1OC, ClCCl, O=[Cr](=O)([O-])Cl, c1cc[nH+]cc1. Reaction SMILES: [CH3:12][O:13][c:14]1[cH:15][c:16]2[c:17]([N:26]3[CH2:27][CH2:28][CH:29]([CH:32]([CH3:33])[OH:34])[CH2:30][CH2:31]3)[n:18][cH:19][n:20][c:21]2[cH:22][c:23]1[O:24][CH3:25].[Cl:35][CH2:36][Cl:37].[O:1]=[Cr:2]([Cl:3])([O-:4])=[O:5].[nH+:6]1[cH:7][cH:8][cH:9][cH:10][cH:11]1>>[CH3:12][O:13][c:14]1[cH:15][c:16]2[c:17]([N:26]3[CH2:27][CH2:28][CH:29]([C:32]([CH3:33])=[O:34])[CH2:30][CH2:31]3)[n:18][cH:19][n:20][c:21]2[cH:22][c:23]1[O:24][CH3:25]. Starting materials: C[O-], CN1CCCC1=O, CC(C)(C)OC(=O)N1CCC(C2CCN(c3nc(Cl)ncc3F)CC2)CC1, [K+]. Product: COc1ncc(F)c(N2CCC(C3CCN(C(=O)OC(C)(C)C)CC3)CC2)n1. RXN SMILES: [CH3:28][O-:29].[CH3:31][N:32]1[CH2:33][CH2:34][CH2:35][C:36]1=[O:37].[Cl:1][c:2]1[n:3][cH:4][c:5]([F:27])[c:6]([N:8]2[CH2:9][CH2:10][CH:11]([CH:14]3[CH2:15][CH2:16][N:17]([C:20](=[O:21])[O:22][C:23]([CH3:24])([CH3:25])[CH3:26])[CH2:18][CH2:19]3)[CH2:12][CH2:13]2)[n:7]1.[K+:30]>>[c:2]1([O:29][CH3:28])[n:3][cH:4][c:5]([F:27])[c:6]([N:8]2[CH2:9][CH2:10][CH:11]([CH:14]3[CH2:15][CH2:16][N:17]([C:20](=[O:21])[O:22][C:23]([CH3:24])([CH3:25])[CH3:26])[CH2:18][CH2:19]3)[CH2:12][CH2:13]2)[n:7]1. Starting materials: BrC=1C=2N(C=CC1)N=C(N2)Cl (8-bromo-2-chloro-[1,2,4]triazolo[1,5-a]pyridine), CS(=O)(=O)CC1=C(C=CC=C1)N (2-methanesulfonylmethyl-phenylamine). Product: ClC1=NN2C(C(=CC=C2)NC2=C(C=CC=C2)CS(=O)(=O)C)=N1 ((2-Chloro-[1,2,4]triazolo[1,5-a]pyridin-8-yl)-(2-methanesulfonylmethyl-phenyl)-amine), solid. Isolated yield 51.0%. RXN SMILES: Br[C:2]1[C:3]2[N:4]([N:8]=[C:9]([Cl:11])[N:10]=2)[CH:5]=[CH:6][CH:7]=1.[CH3:12][S:13]([CH2:16][C:17]1[CH:22]=[CH:21][CH:20]=[CH:19][C:18]=1[NH2:23])(=[O:15])=[O:14]>>[Cl:11][C:9]1[N:10]=[C:3]2[C:2]([NH:23][C:18]3[CH:19]=[CH:20][CH:21]=[CH:22][C:17]=3[CH2:16][S:13]([CH3:12])(=[O:15])=[O:14])=[CH:7][CH:6]=[CH:5][N:4]2[N:8]=1. Reported procedure: 164 c) (2-Chloro-[1,2,4]triazolo[1,5-a]pyridin-8-yl)-(2-methanesulfonylmethyl-phenyl)-amine was prepared from 8-bromo-2-chloro-[1,2,4]triazolo[1,5-a]pyridine (500.0 mg, 2.151 mmol) and 2-methanesulfonylmethyl-phenylamine (440.0 mg, 2.375 mmol) in a manner analogous to Example 2d. Product isolated as a tan solid (0.62 g, 51%). 1H NMR (400 MHz, CDCl3, δ, ppm): 8.02 (d, J=5.9 Hz, 1H), 7.71 (s, 1H), 7.53 (d, J=8.3 Hz, 1H), 7.47-7.41 (m, 3H), 6.89-6.81 (m, 2H), 4.41 (s, 2H), 2.93 (s, 3H). MS=337, 339... Starting materials: FC=1C=C(C=C(C1)F)CC(=O)NCC1(CCNCC1)C1=CC=C(C=C1)I (4-{[2-(3,5-difluoro-phenyl)-acetylamino]-methyl}-4-(4-iodo-phenyl)-piperidine), C1(CC1)C=O (cyclopropanecarboxaldehyde), CC(=O)O (HOAc), [BH-](OC(=O)C)(OC(=O)C)OC(=O)C.[Na+] (Na(OAc)3BH). Run in C(CCl)Cl (ClCH2CH2Cl), CCOC(=O)C (EtOAc). Conditions: time 0.5 hour. Yields the product C1(CC1)CN1CCC(CC1)(C1=CC=C(C=C1)I)CNC(CC1=CC(=CC(=C1)F)F)=O (N-[1-cyclopropylmethyl-4-(4-iodo-phenyl)-piperidin-4-ylmethyl]-2-(3,5-difluoro-phenyl)-acetamide). Yield: 950.0%. RXN SMILES: [F:1][C:2]1[CH:3]=[C:4]([CH2:9][C:10]([NH:12][CH2:13][C:14]2([C:20]3[CH:25]=[CH:24][C:23]([I:26])=[CH:22][CH:21]=3)[CH2:19][CH2:18][NH:17][CH2:16][CH2:15]2)=[O:11])[CH:5]=[C:6]([F:8])[CH:7]=1.[CH:27]1([CH:30]=O)[CH2:29][CH2:28]1.CC(O)=O.[BH-](OC(C)=O)(OC(C)=O)OC(C)=O.[Na+]>C(Cl)CCl.CCOC(C)=O>[CH:27]1([CH2:30][N:17]2[CH2:18][CH2:19][C:14]([CH2:13][NH:12][C:10](=[O:11])[CH2:9][C:4]3[CH:3]=[C:2]([F:1])[CH:7]=[C:6]([F:8])[CH:5]=3)([C:20]3[CH:21]=[CH:22][C:23]([I:26])=[CH:24][CH:25]=3)[CH2:15][CH2:16]2)[CH2:29][CH2:28]1 |f:3.4|. Procedure details: To a stirred solution of 4-{[2-(3,5-difluoro-phenyl)-acetylamino]-methyl}-4-(4-iodo-phenyl)-piperidine (0.038 g, ˜0.08 mmol) in ClCH2CH2Cl (0.5 mL) at room temperature under Ar was added cyclopropanecarboxaldehyde (0.008 mL, 0.096 mmol, 1.2 eq.) and HOAc (0.05 mL, 1% v/v). The mixture was stirred for 0.5 h then Na(OAc)3BH (0.026 g, 0.12 mmol, 1.5 eq.) was added and the mixture stirred for 16 h then diluted with EtOAc (5 mL) and washed with saturated aqueous NaHCO3 solution (5 mL) and saturated b... Reactants: COC=1C=C(C(=S)N)C=C(C1OC)OC (3,4,5-trimethoxythiobenzamide), ClCC(C)=O (chloroacetone). Solvent: C1=CC=CC=C1 (benzene). Yields the product COC=1C=C(C=C(C1OC)OC)C=1SC=C(N1)C (2-(3,4,5-trimethoxyphenyl)-4-methylthiazole). The yield is 62.0%. Reaction SMILES: [CH3:1][O:2][C:3]1[CH:4]=[C:5]([CH:9]=[C:10]([O:14][CH3:15])[C:11]=1[O:12][CH3:13])[C:6]([NH2:8])=[S:7].Cl[CH2:17][C:18](=O)[CH3:19]>C1C=CC=CC=1>[CH3:15][O:14][C:10]1[CH:9]=[C:5]([C:6]2[S:7][CH:17]=[C:18]([CH3:19])[N:8]=2)[CH:4]=[C:3]([O:2][CH3:1])[C:11]=1[O:12][CH3:13]. Procedure details: Into 200 ml of benzene, 22.7 g (0.1 mol) of 3,4,5-trimethoxythiobenzamide and 11.1 g (0.12 mol) of chloroacetone were dissolved, and the solution was heated under a reflux condenser for 5 hours. After cooling to room temperature, the crystals which separated out were collected by filtering and recrystallized from methanol. The product consisting of pale yellow needle-like crystals, and amounting to 16.5 g was thus obtained, melting at 105° to 106.5° C. The yield was 62%. Reactants: [Br-].C1(CCCCC1)[Zn+] (cyclohexylzinc(II) bromide), BrC1=CC(=C(CC2C(N(CC2)C2CCCCC2)=O)C=C1)Cl (3-(4-bromo-2-chlorobenzyl)-1-cyclohexylpyrrolidin-2-one), O (water). The reagents and catalysts are C1=CC=C(C=C1)P([C-]2C=CC=C2)C3=CC=CC=C3.C1=CC=C(C=C1)P([C-]2C=CC=C2)C3=CC=CC=C3.Cl[Pd]Cl.[Fe+2] (Pd(dppf)Cl2). Solvent: C1CCOC1.CN1CCCC1=O (THF NMP). Yields the product ClC1=C(CC2C(N(CC2)C2CCCCC2)=O)C=CC(=C1)C1CCCCC1 (3-(2-Chloro-4-cyclohexylbenzyl)-1-cyclohexylpyrrolidin-2-one). The yield is 83.0%. As a reaction SMILES: Br[C:2]1[CH:20]=[CH:19][C:5]([CH2:6][CH:7]2[CH2:11][CH2:10][N:9]([CH:12]3[CH2:17][CH2:16][CH2:15][CH2:14][CH2:13]3)[C:8]2=[O:18])=[C:4]([Cl:21])[CH:3]=1.[Br-].[CH:23]1([Zn+])[CH2:28][CH2:27][CH2:26][CH2:25][CH2:24]1.O>C1COCC1.CN1C(=O)CCC1.C1C=CC(P(C2C=CC=CC=2)[C-]2C=CC=C2)=CC=1.C1C=CC(P(C2C=CC=CC=2)[C-]2C=CC=C2)=CC=1.Cl[Pd]Cl.[Fe+2]>[Cl:21][C:4]1[CH:3]=[C:2]([CH:23]2[CH2:28][CH2:27][CH2:26][CH2:25][CH2:24]2)[CH:20]=[CH:19][C:5]=1[CH2:6][CH:7]1[CH2:11][CH2:10][N:9]([CH:12]2[CH2:17][CH2:16][CH2:15][CH2:14][CH2:13]2)[C:8]1=[O:18] |f:1.2,4.5,6.7.8.9|. Procedure: Dissolve 3-(4-bromo-2-chlorobenzyl)-1-cyclohexylpyrrolidin-2-one (Example 55) (0.20 g, 0.54 mmol) in THF/NMP (10 mL/10 mL) under N2. Add Pd(dppf)Cl2 (0.04 g, 0.054 mmol) and cyclohexylzinc(II) bromide (1.08 mL, 0.5 M in THF) with stiring. Heat the reaction mixture to reflux for 4 hours until LC-MS shows the starting material has gone. Cool the reaction to room temperature and add water (20 mL). Extract the aqueous with EtOAc (3×50 mL). Combine the organic layers and dry with Na2SO4, filter, conc... Reactants: NC1=NNC2=NC=NC(=C21)NC2=CC(=CC=C2)Cl (3-amino-4-(3-chlorophenylamino)-1H-pyrazolo[3,4-d]pyrimidine), C(C)(=O)O (acetic acid), N1C(=NC=C1)C=O (imidazole-2-carbaldehyde). Solvent: CO (methanol). Yields the product ClC=1C=C(C=CC1)NC1=C2C(=NC=N1)NN=C2N=CC=2NC=CN2 (4-(3-chloro-phenylamino)-3-[(1H-imidazol-2-yl)-methyleneamino]-1H-pyrazolo[3,4-d]pyrimidine). Reaction SMILES: [NH2:1][C:2]1[C:10]2[C:5](=[N:6][CH:7]=[N:8][C:9]=2[NH:11][C:12]2[CH:17]=[CH:16][CH:15]=[C:14]([Cl:18])[CH:13]=2)[NH:4][N:3]=1.C(O)(=O)C.[NH:23]1[CH:27]=[CH:26][N:25]=[C:24]1[CH:28]=O>CO>[Cl:18][C:14]1[CH:13]=[C:12]([NH:11][C:9]2[N:8]=[CH:7][N:6]=[C:5]3[NH:4][N:3]=[C:2]([N:1]=[CH:28][C:24]4[NH:23][CH:27]=[CH:26][N:25]=4)[C:10]=23)[CH:17]=[CH:16][CH:15]=1. Reported procedure: Analogously to Example 32, 261 mg (1.00 mmol) of 3-amino-4-(3-chlorophenylamino)-1H-pyrazolo[3,4-d]pyrimidine (see Step 1.6) and 180 mg of acetic acid are dissolved in 26 ml of methanol and reacted with 144 mg (1.5 mmol) of imidazole-2-carbaldehyde to form 4-(3-chloro-phenylamino)-3-[(1H-imidazol-2-yl)-methyleneamino]-1H-pyrazolo[3,4-d]pyrimidine. Reduction of the above intermediate in 15 ml of DMEU with 8 ml (8 mmol) of DIBAL-H, analogous working-up and digestion in ethanol yield 4-(3-chlorophe...